describe an organic reaction: reactants, conditions, products, and yield From a dataset of the Open Reaction Database (ORD), a public repository of structured organic reaction records. The reactants are solution, Cl (HCl), FC(C=1C=C(C=CC1)N1CCN(CC1)C(=O)C1CN(CCC1)C(=O)OC(C)(C)C)(F)F (tert-butyl 3-({4-[3-(trifluoromethyl)phenyl]piperazin-1-yl}carbonyl)piperidine-1-carboxylate). Solvent: O1CCOCC1 (dioxane), ClCCl (dichloromethane). Reaction conditions: time 30 minute. The product is Cl.N1CC(CCC1)C(=O)N1CCN(CC1)C1=CC(=CC=C1)C(F)(F)F (1-(Piperidin-3-ylcarbonyl)-4-[3-(trifluoromethyl)phenyl]piperazine Hydrochloride). As a reaction SMILES: [F:1][C:2]([F:31])([F:30])[C:3]1[CH:4]=[C:5]([N:9]2[CH2:14][CH2:13][N:12]([C:15]([CH:17]3[CH2:22][CH2:21][CH2:20][N:19](C(OC(C)(C)C)=O)[CH2:18]3)=[O:16])[CH2:11][CH2:10]2)[CH:6]=[CH:7][CH:8]=1.[ClH:32]>ClCCl.O1CCOCC1>[ClH:32].[NH:19]1[CH2:20][CH2:21][CH2:22][CH:17]([C:15]([N:12]2[CH2:13][CH2:14][N:9]([C:5]3[CH:6]=[CH:7][CH:8]=[C:3]([C:2]([F:31])([F:1])[F:30])[CH:4]=3)[CH2:10][CH2:11]2)=[O:16])[CH2:18]1 |f:4.5|. Procedure: A solution of tert-butyl 3-({4-[3-(trifluoromethyl)phenyl]piperazin-1-yl}carbonyl)piperidine-1-carboxylate (1.5 g) in dichloromethane (10 ml) was stirred at room temperature. A 4M solution HCl in dioxane (20 ml) was added and the mixture was stirred for 30 minutes. The mixture was filtered and washed with dichloromethane and then diethyl ether. This gave 1-(piperidin-3-ylcarbonyl)-4-[3-(trifluoromethyl)phenyl]piperazine hydrochloride as a white solid (1.3 g). Starting materials: CC(C)(C)OC(=O)Nc1ccc(-c2cc(=O)cc(N3CCOCC3)o2)c2c1Cc1ccccc1S2, ClCCl, O=C(O)C(F)(F)F. The product is Nc1ccc(-c2cc(=O)cc(N3CCOCC3)o2)c2c1Cc1ccccc1S2. As a reaction SMILES: [C:1]([O:2][C:3](=[O:4])[NH:7][c:8]1[cH:9][cH:10][c:11](-[c:22]2[o:23][c:24]([N:29]3[CH2:30][CH2:31][O:32][CH2:33][CH2:34]3)[cH:25][c:26](=[O:28])[cH:27]2)[c:12]2[c:21]1[CH2:20][c:19]1[c:14]([cH:15][cH:16][cH:17][cH:18]1)[S:13]2)([CH3:5])([CH3:6])[CH3:35].[Cl:43][CH2:44][Cl:45].[OH:36][C:37]([C:38]([F:39])([F:40])[F:41])=[O:42]>>[NH2:7][c:8]1[cH:9][cH:10][c:11](-[c:22]2[o:23][c:24]([N:29]3[CH2:30][CH2:31][O:32][CH2:33][CH2:34]3)[cH:25][c:26](=[O:28])[cH:27]2)[c:12]2[c:21]1[CH2:20][c:19]1[c:14]([cH:15][cH:16][cH:17][cH:18]1)[S:13]2. The reactants are Nc1ccc(F)c(Br)c1, Cn1ccc(Cl)c([N+](=O)[O-])c1=O. The product is Cn1ccc(Nc2ccc(F)c(Br)c2)c([N+](=O)[O-])c1=O. Reaction SMILES: [Br:13][c:14]1[cH:15][c:16]([NH2:21])[cH:17][cH:18][c:19]1[F:20].[Cl:1][c:2]1[c:3]([N+:10](=[O:11])[O-:12])[c:4](=[O:9])[n:5]([CH3:8])[cH:6][cH:7]1>>[c:2]1([NH:21][c:16]2[cH:15][c:14]([Br:13])[c:19]([F:20])[cH:18][cH:17]2)[c:3]([N+:10](=[O:11])[O-:12])[c:4](=[O:9])[n:5]([CH3:8])[cH:6][cH:7]1. Starting materials: C(C)(C)(C)OC(N(C)C(C)C(NC1=CC=C2C(=N1)N(C(N2)=O)CC2=CC=C(C=C2)Cl)=O)=O ({1-[3-(4-chloro-benzyl)-2-oxo-2,3-dihydro-1H-imidazo[4,5-b]pyridin-5-ylcarbamoyl]ethyl}-methyl-carbamic acid tert-butyl ester), Cl (HCl). The solvent is C1CCOC1 (THF), CCOC(=O)C (EtOAc). Reaction conditions: time 2 hour. Product: Cl.ClC1=CC=C(CN2C(NC=3C2=NC(=CC3)NC(C(C)NC)=O)=O)C=C1 (N-[3-(4-Chloro-benzyl)-2-oxo-2,3-dihydro-1H-imidazo[4,5-b]pyridin-5-yl]-2-methylamino-propionamide hydrochloride). RXN SMILES: C(O[C:6](=O)[N:7]([CH:9]([C:11](=[O:31])[NH:12][C:13]1[N:18]=[C:17]2[N:19]([CH2:23][C:24]3[CH:29]=[CH:28][C:27]([Cl:30])=[CH:26][CH:25]=3)[C:20](=[O:22])[NH:21][C:16]2=[CH:15][CH:14]=1)[CH3:10])C)(C)(C)C.Cl>C1COCC1.CCOC(C)=O>[ClH:30].[Cl:30][C:27]1[CH:26]=[CH:25][C:24]([CH2:23][N:19]2[C:17]3=[N:18][C:13]([NH:12][C:11](=[O:31])[CH:9]([NH:7][CH3:6])[CH3:10])=[CH:14][CH:15]=[C:16]3[NH:21][C:20]2=[O:22])=[CH:29][CH:28]=1 |f:4.5|. Procedure details: The product from Step 4 was dissolved in THF (2 mL) and then added to a solution of saturated HCl in EtOAc. After 2 hours, the resulting precipitate was collected by filtration and washed with EtOAc to give the title compound as a white solid (30 mg). 1H NMR (400 MHz, DMSO-d6): 11.31-11.23 (1H, m), 10.87 (1H, s), 9.37 (1H, br), 8.99 (1H, br), 7.78 (1H, d), 7.47-7.35 (3H, m), 7.31 (2H, d), 5.00 (2H, s), 4.08-3.95 (1H, m), 2.57-2.53 (3H, m), 1.47 (3H, d). MS: [M+H]+ 360.